From a dataset of the Open Reaction Database (ORD), a public repository of structured organic reaction records. describe an organic reaction: reactants, conditions, products, and yield Starting materials: CC(C)(C)OC(=O)N1CCC(n2ncc3c(Cl)ncnc32)CC1, O=C([O-])[O-], CCOc1ccc(O)c(F)c1, CN(C)C=O, [K+], [K+], [Na+], [Na+], O=C([O-])[O-]. Product: CCOc1ccc(Oc2ncnc3c2cnn3C2CCN(C(=O)OC(C)(C)C)CC2)c(F)c1. Reaction SMILES: [C:12]([CH3:13])([CH3:14])([CH3:15])[O:16][C:17](=[O:18])[N:19]1[CH2:20][CH2:21][CH:22]([n:25]2[n:26][cH:27][c:28]3[c:29]2[n:30][cH:31][n:32][c:33]3[Cl:34])[CH2:23][CH2:24]1.[C:35](=[O:36])([O-:37])[O-:38].[CH2:1]([CH3:2])[O:3][c:4]1[cH:5][c:6]([F:11])[c:7]([OH:10])[cH:8][cH:9]1.[CH3:47][N:48]([CH3:49])[CH:50]=[O:51].[K+:39].[K+:40].[Na+:41].[Na+:42].[O-:43][C:44](=[O:45])[O-:46]>>[CH2:1]([CH3:2])[O:3][c:4]1[cH:5][c:6]([F:11])[c:7]([O:10][c:33]2[c:28]3[cH:27][n:26][n:25]([CH:22]4[CH2:21][CH2:20][N:19]([C:17]([O:16][C:12]([CH3:13])([CH3:14])[CH3:15])=[O:18])[CH2:24][CH2:23]4)[c:29]3[n:30][cH:31][n:32]2)[cH:8][cH:9]1. Starting materials: [Br-], CCCC[N+](CCCC)(CCCC)CCCC, CN(C)C=O, CC(C)=CCCC(C)=CCCl, [Na], CCCCCCCC(O)CCC(=O)O. Product: CCCCCCCC(O)CCC(=O)OCC=C(C)CCC=C(C)C. RXN SMILES: [Br-:27].[CH2:28]([N+:29]([CH2:30][CH2:31][CH2:32][CH3:33])([CH2:34][CH2:35][CH2:36][CH3:37])[CH2:38][CH2:39][CH2:40][CH3:41])[CH2:42][CH2:43][CH3:44].[CH3:45][N:46]([CH3:47])[CH:48]=[O:49].[Cl:1][CH2:2][CH:3]=[C:4]([CH2:5][CH2:6][CH:7]=[C:8]([CH3:9])[CH3:10])[CH3:11].[Na:12].[OH:13][CH:14]([CH2:15][CH2:16][C:17](=[O:18])[OH:19])[CH2:20][CH2:21][CH2:22][CH2:23][CH2:24][CH2:25][CH3:26]>>[CH2:2]([CH:3]=[C:4]([CH2:5][CH2:6][CH:7]=[C:8]([CH3:9])[CH3:10])[CH3:11])[O:19][C:17]([CH2:16][CH2:15][CH:14]([OH:13])[CH2:20][CH2:21][CH2:22][CH2:23][CH2:24][CH2:25][CH3:26])=[O:18].